The task is: describe an organic reaction: reactants, conditions, products, and yield. This data is from the Open Reaction Database (ORD), a public repository of structured organic reaction records. The reactants are [Au], CNC, CN1CCOCC1, ClCCl, Cl, C1CCOC1, Oc1cccc2[nH]nnc12, O=C(O)C(=O)Cc1c[nH]c2ccccc12. The product is CN(C)C(=O)C(=O)Cc1c[nH]c2ccccc12. Reaction SMILES: [Au:45].[CH3:26][NH:27][CH3:28].[CH3:38][N:39]1[CH2:40][CH2:41][O:42][CH2:43][CH2:44]1.[Cl:30][CH2:31][Cl:32].[ClH:29].[O:33]1[CH2:34][CH2:35][CH2:36][CH2:37]1.[OH:16][c:17]1[c:18]2[n:19][n:20][nH:21][c:22]2[cH:23][cH:24][cH:25]1.[nH:1]1[cH:2][c:3]([CH2:10][C:11]([C:12](=[O:13])[OH:14])=[O:15])[c:4]2[cH:5][cH:6][cH:7][cH:8][c:9]12>>[nH:1]1[cH:2][c:3]([CH2:10][C:11]([C:12](=[O:13])[N:27]([CH3:26])[CH3:28])=[O:15])[c:4]2[cH:5][cH:6][cH:7][cH:8][c:9]12. Reactants: C(C)(C)(C)OC(=O)N1C[C@H]([C@H](CC1)C1=CC(=CC=2C=COC21)OC)C (cis-1-(tert-butoxycarbonyl)-3-methyl-4-(5-methoxybenzofur-7-yl)piperidine), Cl (hydrochloric acid). The solvent is O1CCOCC1 (dioxane). Conditions: time 1 hour. The product is Cl.C[C@@H]1CNCC[C@@H]1C1=CC(=CC=2C=COC21)OC (cis-3-methyl-4-(5-methoxybenzofur-7-yl)piperidine hydrochloride). The yield is 96.0%. As a reaction SMILES: C(OC([N:8]1[CH2:13][CH2:12][C@H:11]([C:14]2[C:22]3[O:21][CH:20]=[CH:19][C:18]=3[CH:17]=[C:16]([O:23][CH3:24])[CH:15]=2)[C@H:10]([CH3:25])[CH2:9]1)=O)(C)(C)C.[ClH:26]>O1CCOCC1>[ClH:26].[CH3:25][C@H:10]1[C@@H:11]([C:14]2[C:22]3[O:21][CH:20]=[CH:19][C:18]=3[CH:17]=[C:16]([O:23][CH3:24])[CH:15]=2)[CH2:12][CH2:13][NH:8][CH2:9]1 |f:3.4|. Reported procedure: A mixture of 0.30 gm cis-1-(tert-butoxycarbonyl)-3-methyl-4-(5-methoxybenzofur-7-yl)piperidine in 10 mL 4N hydrochloric acid in dioxane is stirred at room temperature for 1 hour. The reaction mixture is concentrated under reduced pressure and the white solid residue is dried under reduced pressure at 60° C. for about 16 hours to provide 0.16 gm (96%) of the title compound. Reactants: 20, ClC(COC(=O)NCC(=O)Cl)(Cl)Cl ({[(2,2,2-trichloroethoxy)carbonyl]amino} acetyl chloride), [Pb](SC#N)SC#N (lead thiocyanate). The solvent is C1(=CC=CC=C1)C (toluene). Product: ClC(COC(=O)NCC(=O)N=C=S)(Cl)Cl ({[(2,2,2-trichloroethoxy)carbonyl]amino}acetyl isothiocyanate). As a reaction SMILES: [Cl:1][C:2]([Cl:13])([Cl:12])[CH2:3][O:4][C:5]([NH:7][CH2:8][C:9](Cl)=[O:10])=[O:6].[Pb](SC#N)[S:15][C:16]#[N:17]>C1(C)C=CC=CC=1>[Cl:1][C:2]([Cl:13])([Cl:12])[CH2:3][O:4][C:5]([NH:7][CH2:8][C:9]([N:17]=[C:16]=[S:15])=[O:10])=[O:6]. Procedure details: A solution of 20 parts of the preceeding acetyl chloride and 30 parts of lead thiocyanate in 150 parts by volume of toluene is refluxed for about 4 hours, then cooled to ambient temperature and filtered. The solvent is removed from the filtrate and the remaining oil distilled using fractionating column under vacuum to give {[(2,2,2-trichloroethoxy)carbonyl]amino}acetyl isothiocyanate. This compound is represented by the following formula The reactants are CO, CC12CC(F)C3c4ccc(O)cc4CC(CCCCCN4CCCC4CSCCCC(F)(F)C(F)(F)F)C3C1CCC2O, [O-][I+3]([O-])([O-])[O-], [Na+], O. Product: CC12CC(F)C3c4ccc(O)cc4CC(CCCCCN4CCCC4CS(=O)CCCC(F)(F)C(F)(F)F)C3C1CCC2O. Reaction SMILES: [CH3:50][OH:51].[F:1][CH:2]1[CH:3]2[c:4]3[cH:5][cH:6][c:7]([OH:43])[cH:8][c:9]3[CH2:10][CH:11]([CH2:21][CH2:22][CH2:23][CH2:24][CH2:25][N:26]3[CH:27]([CH2:31][S:32][CH2:33][CH2:34][CH2:35][C:36]([C:37]([F:38])([F:39])[F:40])([F:41])[F:42])[CH2:28][CH2:29][CH2:30]3)[CH:12]2[CH:13]2[CH2:14][CH2:15][CH:16]([OH:20])[C:17]2([CH3:18])[CH2:19]1.[I+3:44]([O-:45])([O-:46])([O-:47])[O-:48].[Na+:49].[OH2:52]>>[F:1][CH:2]1[CH:3]2[c:4]3[cH:5][cH:6][c:7]([OH:43])[cH:8][c:9]3[CH2:10][CH:11]([CH2:21][CH2:22][CH2:23][CH2:24][CH2:25][N:26]3[CH:27]([CH2:31][S:32]([CH2:33][CH2:34][CH2:35][C:36]([C:37]([F:38])([F:39])[F:40])([F:41])[F:42])=[O:45])[CH2:28][CH2:29][CH2:30]3)[CH:12]2[CH:13]2[CH2:14][CH2:15][CH:16]([OH:20])[C:17]2([CH3:18])[CH2:19]1. Starting materials: N1C=NC=C1 (Imidazole), CC(C)([O-])C.[K+] (potassium t-butoxide), C(C1=CC=CC=C1)OC1=C(C=C(C=C1)Cl)C1(OC1)C (2-(2-(benzyloxy)-5-chlorophenyl)-2-methyloxirane), C(C1=CC=CC=C1)OC1=C(C=C(C=C1)Cl)C1(OC1)C (2-(2-(benzyloxy)-5-chlorophenyl)-2-methyloxirane), ice water. The solvent is CN(C=O)C (dimethylformamide). Reaction conditions: temperature 80 celsius, time 12 hour. Product: C(C1=CC=CC=C1)OC1=C(C=C(C=C1)Cl)C(CN1C=NC=C1)(C)O (2-(2-(benzyloxy)-5-chlorophenyl)-1-(1H-1-imidazolyl)-2-propanol). Yield: 91.1%. As a reaction SMILES: [NH:1]1[CH:5]=[CH:4][N:3]=[CH:2]1.CC(C)([O-])C.[K+].[CH2:12]([O:19][C:20]1[CH:25]=[CH:24][C:23]([Cl:26])=[CH:22][C:21]=1[C:27]1([CH3:30])[CH2:29][O:28]1)[C:13]1[CH:18]=[CH:17][CH:16]=[CH:15][CH:14]=1>CN(C)C=O>[CH2:12]([O:19][C:20]1[CH:25]=[CH:24][C:23]([Cl:26])=[CH:22][C:21]=1[C:27]([OH:28])([CH3:29])[CH2:30][N:1]1[CH:5]=[CH:4][N:3]=[CH:2]1)[C:13]1[CH:14]=[CH:15][CH:16]=[CH:17][CH:18]=1 |f:1.2|. Reported procedure: Imidazole (4.0 g, 58.8 mmol) and potassium t-butoxide (6.5 g, 57.9 mmol) were added to a solution of 2-(2-(benzyloxy)-5-chlorophenyl)-2-methyloxirane [compound (10-1), obtained in Referential Example 8] (4.4 g) in dimethylformamide (60 mL), and the mixture was stirred for 12 hours at 80° C. After the mixture was cooled to room temperature, ice-water was added thereto, followed by extraction with ethyl acetate. The organic layer was washed with water and dried over magnesium sulfate. The solvent ... Starting materials: O1CCN(CC1)CCN (2-(Morpholino)ethylamine), ClC1=CC=C(C=C1)C1(CCC1)C(COC)=O (1-(4-chlorophenyl)cyclobutyl-2-methoxyethanone), [BH4-].[Na+] (sodium borohydride). Solvent: CC(C)O (propan-2-ol). Reaction conditions: time 1 hour. The product is Cl.Cl.O1CCN(CC1)CCNC(COC)C1(CCC1)C1=CC=C(C=C1)Cl (N-(2-morpholinoethyl)-1-[1-(4-chlorophenyl)cyclobutyl]-2-methoxyethylamine dihydrochloride). RXN SMILES: [O:1]1[CH2:6][CH2:5][N:4]([CH2:7][CH2:8][NH2:9])[CH2:3][CH2:2]1.[Cl:10][C:11]1[CH:16]=[CH:15][C:14]([C:17]2([C:21](=O)[CH2:22][O:23][CH3:24])[CH2:20][CH2:19][CH2:18]2)=[CH:13][CH:12]=1.[BH4-].[Na+]>CC(O)C>[ClH:10].[ClH:10].[O:1]1[CH2:6][CH2:5][N:4]([CH2:7][CH2:8][NH:9][CH:21]([C:17]2([C:14]3[CH:15]=[CH:16][C:11]([Cl:10])=[CH:12][CH:13]=3)[CH2:18][CH2:19][CH2:20]2)[CH2:22][O:23][CH3:24])[CH2:3][CH2:2]1 |f:2.3,5.6.7|. Reported procedure: 2-(Morpholino)ethylamine (20 g) was heated at 175°-180° C. and 1-(4-chlorophenyl)cyclobutyl-2-methoxyethanone (20 g) prepared as described in Example 206 was added dropwise with stirring over 1 hour. The mixture was stirred at 180° C. for a further hour. A stream of nitrogen was passed through the reaction mixture to remove any water formed. The mixture was cooled and added dropwise to a suspension of sodium borohydride (10 g) in propan-2-ol (800 ml). The mixture was then heated under reflux for... Reactants: O1C(=CC=C1)C=1OC(=C(N1)COC=1C=C(C=O)C=CC1OC)C (3-{[2-(2-furyl)-5-methyl-1,3-oxazol-4-yl]methoxy}-4-methoxybenzaldehyde), O (water), C(C)O (ethanol), [BH4-].[Na+] (sodium borohydride). Run in O1CCCC1 (tetrahydrofuran). Run at time 2 hour. The product is O1C(=CC=C1)C=1OC(=C(N1)COC=1C=C(C=CC1OC)CO)C ((3-{[2-(2-furyl)-5-methyl-1,3-oxazol-4-yl]methoxy}-4-methoxyphenyl)methanol). The yield is 91.3%. RXN SMILES: [O:1]1[CH:5]=[CH:4][CH:3]=[C:2]1[C:6]1[O:7][C:8]([CH3:23])=[C:9]([CH2:11][O:12][C:13]2[CH:14]=[C:15]([CH:18]=[CH:19][C:20]=2[O:21][CH3:22])[CH:16]=[O:17])[N:10]=1.C(O)C.[BH4-].[Na+].O>O1CCCC1>[O:1]1[CH:5]=[CH:4][CH:3]=[C:2]1[C:6]1[O:7][C:8]([CH3:23])=[C:9]([CH2:11][O:12][C:13]2[CH:14]=[C:15]([CH2:16][OH:17])[CH:18]=[CH:19][C:20]=2[O:21][CH3:22])[N:10]=1 |f:2.3|. Procedure: To a solution of 3-{[2-(2-furyl)-5-methyl-1,3-oxazol-4-yl]methoxy}-4-methoxybenzaldehyde (14.0 g) in tetrahydrofuran (100 mL)-ethanol (30 mL) was gradually added sodium borohydride (1.69 g) at 0° C. After stirring at room temperature for 2 hrs., water was added to the reaction mixture and the precipitated crystals were collected by filtration to give (3-{[2-(2-furyl)-5-methyl-1,3-oxazol-4-yl]methoxy}-4-methoxyphenyl)methanol as pale-yellow crystals (12.87 g, yield 91%). Recrystallization from et... Reactants: CC1NCCC1 (2-methylpyrrolidine), ClCCCOC1=CC=C(C=C1)I (1-(3-chloropropoxy)-4-iodobenzene), C([O-])([O-])=O.[K+].[K+] (potassium carbonate). Reagents/catalysts: [I-].[Na+] (sodium iodide). Run in C(C)#N (acetonitrile). Product: IC1=CC=C(OCCCN2C(CCC2)C)C=C1 (1-[3-(4-iodophenoxy)propyl]-2-methylpyrrolidine). Yield: 90.4%. Reaction SMILES: [CH3:1][CH:2]1[CH2:6][CH2:5][CH2:4][NH:3]1.Cl[CH2:8][CH2:9][CH2:10][O:11][C:12]1[CH:17]=[CH:16][C:15]([I:18])=[CH:14][CH:13]=1.C(=O)([O-])[O-].[K+].[K+]>C(#N)C.[I-].[Na+]>[I:18][C:15]1[CH:16]=[CH:17][C:12]([O:11][CH2:10][CH2:9][CH2:8][N:3]2[CH2:4][CH2:5][CH2:6][CH:2]2[CH3:1])=[CH:13][CH:14]=1 |f:2.3.4,6.7|. Procedure details: 2-methylpyrrolidine a4 (2 g, 23 mmol, 2 eq) is added into a suspension of 1-(3-chloropropoxy)-4-iodobenzene a3 (3.48 g, 11.7 mmol, 1 eq), potassium carbonate (3.24 g, 23 mmol, 2 eq) and sodium iodide (0.035 g, 0.23 mmol, 0.02 eq) in acetonitrile (120 ml), and the mixture is heated at reflux overnight. The solvent is then removed in vacuo, and the residue is dissolved in ethyl acetate. The organic layer is washed twice with a saturated solution of aqueous sodium hydrogenocarbonate, dried over mag...